Dataset: the Open Reaction Database (ORD), a public repository of structured organic reaction records. Task: describe an organic reaction: reactants, conditions, products, and yield Reactants: O=[N+]([O-])c1cc(Br)c2sncc2c1, CCO, Cl, [Fe]. Yields the product Nc1cc(Br)c2sncc2c1. As a reaction SMILES: [Br:1][c:2]1[cH:3][c:4]([N+:11]([O-:12])=[O:13])[cH:5][c:6]2[cH:7][n:8][s:9][c:10]12.[CH3:15][CH2:16][OH:17].[ClH:14].[Fe:18]>>[Br:1][c:2]1[cH:3][c:4]([NH2:11])[cH:5][c:6]2[cH:7][n:8][s:9][c:10]12. The reactants are N=1OC(=C2[N+]1CCCC2)[O-] (4,5,6,7-tetrahydro[1,2,3]oxadiazolo[3,4-a]pyridin-8-ium 3-olate), FC1=CC=C(C=C1)C#C (4-fluorophenylacetylene). Run in C1(=CC(=CC(=C1)C)C)C (mesitylene). Conditions: temperature 165 celsius, time 16 hour. Product: FC1=CC=C(C=C1)C1=NN2C(CCCC2)=C1 (2-(4-Fluorophenyl)-4,5,6,7-tetrahydropyrazolo[1,5-a]pyridine). The yield is 24.9%. RXN SMILES: [N:1]1O[C:3]([O-])=[C:4]2[CH2:9][CH2:8][CH2:7][CH2:6][N+:5]=12.[F:11][C:12]1[CH:17]=[CH:16][C:15]([C:18]#C)=[CH:14][CH:13]=1>C1(C)C=C(C)C=C(C)C=1>[F:11][C:12]1[CH:17]=[CH:16][C:15]([C:18]2[CH:3]=[C:4]3[CH2:9][CH2:8][CH2:7][CH2:6][N:5]3[N:1]=2)=[CH:14][CH:13]=1. Procedure: A mixture of 2.44 g (16.5 mmol) of 4,5,6,7-tetrahydro[1,2,3]oxadiazolo[3,4-a]pyridin-8-ium 3-olate and 2.15 g (16.5 mmol) of 4-fluorophenylacetylene in 80 ml of mesitylene is stirred under argon at 165° C. for 16 h. After cooling, the reaction mixture is concentrated under reduced pressure. Purification by column chromatography on silica gel (cyclohexane/ethyl acetate) gives 888 mg (27%) of the desired product; log P(HCOOH): 2.76; 1H-NMR (MeCN-d3): 7.76 (dd, 2H), 7.11 (dd, 2H), 6.29 (s, 1H), 4.0...